From a dataset of the Open Reaction Database (ORD), a public repository of structured organic reaction records. describe an organic reaction: reactants, conditions, products, and yield RXN SMILES: [NH2:1][C:2]1[CH:9]=[CH:8][C:5]([CH:6]=[CH2:7])=[CH:4][CH:3]=1>C1(C)C=CC=CC=1>[CH:3]([C:2]1[CH:9]=[CH:8][CH:5]=[CH:6][N:1]=1)=[CH2:4].[NH2:1][C:2]1[CH:9]=[CH:8][C:5]([CH:6]=[CH2:7])=[CH:4][CH:3]=1. Reactants: NC1=CC=C(C=C)C=C1 (para-aminostyrene). Procedure: A copolymer of 2-vinyl pyridine and para-aminostyrene was prepared in a similar manner to example A with the exception that toluene was used instead of ethanol and only 2.80 ml of para-aminostyrene was used. The resultant product was purified by allowing the toluene to evaporate, redissolving the precipitate in dioxin and reprecipitating with water. The resultant polymer had a number average molecular weight of about 21,500 and a weight average molecular weight of about 54,000 as determined by G... Yields the product C(=C)C1=NC=CC=C1 (2-vinyl pyridine), NC1=CC=C(C=C)C=C1 (para-aminostyrene). Run in C1(=CC=CC=C1)C (toluene). Reactants: [Br-], BrCCBr, Brc1ccccc1-c1nnn(C2CCCCO2)n1, Brc1ccccc1-c1nnnn1C1CCCCO1, CCOC(OCC)c1ccc(Br)cc1, CCOC(OCC)c1ccc([Mg+])cc1, CCOC(C)=O, [Cl-], [Cl-], [Mg], [Na+], C1CCOC1, O, O=C([O-])O, [Zn+2]. The product is CCOC(OCC)c1ccc(-c2ccccc2-c2nnn(C3CCCCO3)n2)cc1. As a reaction SMILES: [Br-:20].[Br:2][CH2:3][CH2:4][Br:5].[Br:35][c:36]1[c:37](-[c:42]2[n:43][n:44][n:45]([CH:47]3[O:48][CH2:49][CH2:50][CH2:51][CH2:52]3)[n:46]2)[cH:38][cH:39][cH:40][cH:41]1.[Br:53][c:54]1[cH:55][cH:56][cH:57][cH:58][c:59]1-[c:60]1[n:61]([CH:62]2[CH2:63][CH2:64][CH2:65][CH2:66][O:67]2)[n:68][n:69][n:70]1.[Br:6][c:7]1[cH:8][cH:9][c:10]([CH:13]([O:14][CH2:15][CH3:16])[O:17][CH2:18][CH3:19])[cH:11][cH:12]1.[CH2:21]([O:22][CH:23]([O:24][CH2:25][CH3:26])[c:27]1[cH:28][cH:29][c:30]([Mg+:31])[cH:32][cH:33]1)[CH3:34].[CH3:82][CH2:83][O:84][C:85](=[O:86])[CH3:87].[Cl-:88].[Cl-:90].[Mg:1].[Na+:71].[O:76]1[CH2:77][CH2:78][CH2:79][CH2:80]1.[OH2:81].[OH:72][C:73](=[O:74])[O-:75].[Zn+2:89]>>[c:7]1(-[c:36]2[c:37](-[c:42]3[n:43][n:44][n:45]([CH:47]4[O:48][CH2:49][CH2:50][CH2:51][CH2:52]4)[n:46]3)[cH:38][cH:39][cH:40][cH:41]2)[cH:8][cH:9][c:10]([CH:13]([O:14][CH2:15][CH3:16])[O:17][CH2:18][CH3:19])[cH:11][cH:12]1. The reactants are C1(=CC=CC=C1)C(C(=O)Cl)C1=CC=CC=C1 (Diphenylacetyl chloride), benzylchlorobis(triphenylphosphine) palladium (II), C(CCC)[Sn](COCC1=CC(=CC(=C1)C(F)(F)F)C(F)(F)F)(CCCC)CCCC (tri-n-butyl-((3,5-bis(trifluoromethyl)phenyl)methyloxymethyl)tin), C(C)OCC (diethyl ether), [F-].[K+] (potassium fluoride). Run in C(Cl)(Cl)Cl (chloroform). Reaction conditions: temperature 80 celsius. Product: C1(=CC=CC=C1)C(C(C)=O)C1=CC=CC=C1 (3,3-diphenyl acetone). Reaction SMILES: [C:1]1([CH:7]([C:11]2[CH:16]=[CH:15][CH:14]=[CH:13][CH:12]=2)[C:8](Cl)=[O:9])[CH:6]=[CH:5][CH:4]=[CH:3][CH:2]=1.[CH2:17]([Sn](CCCC)(CCCC)COCC1C=C(C(F)(F)F)C=C(C(F)(F)F)C=1)CCC.C(OCC)C.[F-].[K+]>C(Cl)(Cl)Cl>[C:1]1([CH:7]([C:11]2[CH:16]=[CH:15][CH:14]=[CH:13][CH:12]=2)[C:8](=[O:9])[CH3:17])[CH:6]=[CH:5][CH:4]=[CH:3][CH:2]=1 |f:3.4|. Reported procedure: Diphenylacetyl chloride (4.6 g), tri-n-butyl-((3,5-bis(trifluoromethyl)phenyl)methyloxymethyl)tin (12.6 g; Example 1a, (Method Ai)and benzylchlorobis(triphenylphosphine) palladium (II)(80 mg)were dissolved in chloroform (10 ml) and the solution heated at 80° C. for 6h. On cooling diethyl ether and saturated aqueous potassium fluoride were added and after 30 minutes the solution was filtered through Hiflo™. The organic layer was washed with water, saturated brine and dried (MgSO4). After evaporat... The reactants are CCOC(=O)C1CCC2CCC(=O)N21, CC(C)=O, CCO, [Na+], [OH-]. The product is O=C(O)C1CCC2CCC(=O)N21. Reaction SMILES: [CH2:1]([CH3:2])[O:3][C:4](=[O:5])[CH:6]1[CH2:7][CH2:8][CH:9]2[CH2:10][CH2:11][C:12](=[O:14])[N:13]12.[CH3:17][C:18](=[O:19])[CH3:20].[CH3:21][CH2:22][OH:23].[Na+:16].[OH-:15]>>[O:3]=[C:4]([OH:5])[CH:6]1[CH2:7][CH2:8][CH:9]2[CH2:10][CH2:11][C:12](=[O:14])[N:13]12. Reaction SMILES: [OH-].[Li+].[CH3:3][C:4]1([CH3:29])[CH2:13][CH2:12][C:11]([CH3:15])([CH3:14])[C:10]2[CH:9]=[C:8]([Se:16][C:17]#[C:18][C:19]3[CH:28]=[CH:27][C:22]([C:23]([O:25]C)=[O:24])=[CH:21][CH:20]=3)[CH:7]=[CH:6][C:5]1=2.C(OCC)C.O.Cl>C1COCC1.O.CO>[CH3:3][C:4]1([CH3:29])[CH2:13][CH2:12][C:11]([CH3:14])([CH3:15])[C:10]2[CH:9]=[C:8]([Se:16][C:17]#[C:18][C:19]3[CH:20]=[CH:21][C:22]([C:23]([OH:25])=[O:24])=[CH:27][CH:28]=3)[CH:7]=[CH:6][C:5]1=2 |f:0.1,3.4,7.8|. Run in C1CCOC1 (THF), O.CO (water methanol). Yields the product CC1(C=2C=CC(=CC2C(CC1)(C)C)[Se]C#CC1=CC=C(C(=O)O)C=C1)C (4-(5,5,8,8-Tetramethyl-5,6,7,8-tetrahydro-2-naphthylselanylethynyl)benzoic acid). Procedure details: Lithium hydroxide (440 mg) is added to a solution of methyl 4-(5,5,8,8-tetramethyl-5,6,7,8-tetrahydro-2-naphthylselanylethynyl)benzoate (740 mg, 1.74 mmol), obtained in Example 4, in 15 ml of THF and 2 ml of a water/methanol mixture (1/1). The reaction medium is refluxed for 8 h. It is then poured into an ethyl ether/water mixture, acidified to pH 1 with concentrated hydrochloric acid solution and extracted with ethyl ether. After separation of the phases by settling, the organic phase is washed... Reactants: Cl (hydrochloric acid), [OH-].[Li+] (Lithium hydroxide), CC1(C=2C=CC(=CC2C(CC1)(C)C)[Se]C#CC1=CC=C(C(=O)OC)C=C1)C (methyl 4-(5,5,8,8-tetramethyl-5,6,7,8-tetrahydro-2-naphthylselanylethynyl)benzoate), C(C)OCC.O (ethyl ether water).